Dataset: the Open Reaction Database (ORD), a public repository of structured organic reaction records. Task: describe an organic reaction: reactants, conditions, products, and yield Reactants: C(C1=CC=CC=C1)OC(=O)NC1=CC=C(C=C1)I (N-benzyloxycarbonyl-4-iodoaniline), [H-].[Na+] (sodium hydride), CI (methyl iodide). The solvent is CN(C=O)C (dimethylformamide). Run at time 2 hour. Product: C(C1=CC=CC=C1)OC(=O)N(C1=CC=C(C=C1)I)C (N-Benzyloxycarbonyl-N-methyl-4-iodoaniline). The yield is 96.2%. Reaction SMILES: [CH2:1]([O:8][C:9]([NH:11][C:12]1[CH:17]=[CH:16][C:15]([I:18])=[CH:14][CH:13]=1)=[O:10])[C:2]1[CH:7]=[CH:6][CH:5]=[CH:4][CH:3]=1.[H-].[Na+].[CH3:21]I>CN(C)C=O>[CH2:1]([O:8][C:9]([N:11]([CH3:21])[C:12]1[CH:13]=[CH:14][C:15]([I:18])=[CH:16][CH:17]=1)=[O:10])[C:2]1[CH:3]=[CH:4][CH:5]=[CH:6][CH:7]=1 |f:1.2|. Procedure: A stirred solution of N-benzyloxycarbonyl-4-iodoaniline (11.5 g, Reference Example 27) in dimethylformamide (70 ml) was treated portionwise with sodium hydride (⅙ g of a 60% dispersion in oil), under nitrogen and at room temperature. When effervescence had ceased methyl iodide (6.3 g) was added and the mixture was stirred at room temperature for 2 hours, after which it was partitioned between ethyl acetate and water. The organic phase was separated, then dried over magnesium sulphate and then ev... Reactants: CO, CC(C)(Cl)c1cc(CN=[N+]=[N-])cc(OCc2ccccc2)c1. Yields the product CC(C)(Cl)c1cc(CN)cc(OCc2ccccc2)c1. RXN SMILES: [CH3:23][OH:24].[N:1](=[N+:2]=[N-:3])[CH2:4][c:5]1[cH:6][c:7]([O:15][CH2:16][c:17]2[cH:18][cH:19][cH:20][cH:21][cH:22]2)[cH:8][c:9]([C:11]([CH3:12])([CH3:13])[Cl:14])[cH:10]1>>[NH2:1][CH2:4][c:5]1[cH:6][c:7]([O:15][CH2:16][c:17]2[cH:18][cH:19][cH:20][cH:21][cH:22]2)[cH:8][c:9]([C:11]([CH3:12])([CH3:13])[Cl:14])[cH:10]1. Starting materials: C1(=CC=CC=C1)C(N1C=NC(=C1)CCCO)(C1=CC=CC=C1)C1=CC=CC=C1 (3-(1-triphenylmethyl-1H-imidazol-4-yl)propanol), OC1=CC=C(C=C1)C(=O)C1CCCC1 (cyclopentyl 4-hydroxyphenyl ketone). Product: N1C=NC(=C1)CCCOC1=CC=C(C=C1)C(=O)C1CCCC1 (Cyclopentyl 4-(3-(1H-imidazol-4-yl)propyloxy)phenyl ketone). Reaction SMILES: C1(C(C2C=CC=CC=2)(C2C=CC=CC=2)[N:8]2[CH:12]=[C:11]([CH2:13][CH2:14][CH2:15]O)[N:10]=[CH:9]2)C=CC=CC=1.[OH:29][C:30]1[CH:35]=[CH:34][C:33]([C:36]([CH:38]2[CH2:42][CH2:41][CH2:40][CH2:39]2)=[O:37])=[CH:32][CH:31]=1>>[NH:8]1[CH:12]=[C:11]([CH2:13][CH2:14][CH2:15][O:29][C:30]2[CH:31]=[CH:32][C:33]([C:36]([CH:38]3[CH2:39][CH2:40][CH2:41][CH2:42]3)=[O:37])=[CH:34][CH:35]=2)[N:10]=[CH:9]1. Procedure details: 5 mmol of 3-(1-triphenylmethyl-1H-imidazol-4-yl)propanol and 6 mmol of cyclopentyl 4-hydroxyphenyl ketone are treated as described in Example 76. The reactants are OCc1ccc(C(F)F)o1, O=C1Nc2ccccc2C12COc1cc3c(cc12)OCCO3. The product is O=C1N(Cc2ccc(C(F)F)o2)c2ccccc2C12COc1cc3c(cc12)OCCO3. RXN SMILES: [F:23][CH:24]([c:25]1[cH:26][cH:27][c:28]([CH2:30][OH:31])[o:29]1)[F:32].[NH:1]1[C:2](=[O:22])[C:3]2([CH2:4][O:5][c:6]3[cH:7][c:8]4[c:9]([cH:14][c:15]32)[O:10][CH2:11][CH2:12][O:13]4)[c:16]2[cH:17][cH:18][cH:19][cH:20][c:21]21>>[N:1]1([CH2:30][c:28]2[cH:27][cH:26][c:25]([CH:24]([F:23])[F:32])[o:29]2)[C:2](=[O:22])[C:3]2([CH2:4][O:5][c:6]3[cH:7][c:8]4[c:9]([cH:14][c:15]32)[O:10][CH2:11][CH2:12][O:13]4)[c:16]2[cH:17][cH:18][cH:19][cH:20][c:21]21. Product: C(C1=CC=CC=C1)(=O)OCC(=O)Cl ((benzoyloxy)acetyl chloride). Reactants: C(C1=CC=CC=C1)(=O)OCC(=O)O (2-(benzoyloxy)acetic acid), S(=O)(Cl)Cl (thionyl chloride). Procedure: A mixture of 2-(benzoyloxy)acetic acid (12.6 g) and thionyl chloride (15 ml) was refluxed for 3 h. Excess of thionyl chloride was removed in vacuo and the crude (benzoyloxy)acetyl chloride obtained was purified by distillation in vacuo. The yield was 88%. Mp 25°-26° C. As a reaction SMILES: [C:1]([O:9][CH2:10][C:11]([OH:13])=O)(=[O:8])[C:2]1[CH:7]=[CH:6][CH:5]=[CH:4][CH:3]=1.S(Cl)([Cl:16])=O>>[C:1]([O:9][CH2:10][C:11]([Cl:16])=[O:13])(=[O:8])[C:2]1[CH:7]=[CH:6][CH:5]=[CH:4][CH:3]=1. The yield is 88.0%.